This data is from the Open Reaction Database (ORD), a public repository of structured organic reaction records. The task is: describe an organic reaction: reactants, conditions, products, and yield Starting materials: C=CCNC1CCN(Cc2ccccc2)C(=O)C1, CN1C(=O)CC(=O)N(C)C1=O, ClCCl, c1ccc(P(c2ccccc2)(c2ccccc2)[Pd](P(c2ccccc2)(c2ccccc2)c2ccccc2)(P(c2ccccc2)(c2ccccc2)c2ccccc2)P(c2ccccc2)(c2ccccc2)c2ccccc2)cc1. RXN SMILES: [CH2:1]([CH:2]=[CH2:3])[NH:4][CH:5]1[CH2:6][C:7](=[O:18])[N:8]([CH2:11][c:12]2[cH:13][cH:14][cH:15][cH:16][cH:17]2)[CH2:9][CH2:10]1.[CH3:19][N:20]1[C:21](=[O:22])[CH2:23][C:24](=[O:25])[N:26]([CH3:27])[C:28]1=[O:29].[Cl:30][CH2:31][Cl:32].[cH:33]1[cH:34][cH:35][c:36]([P:37]([Pd:38]([P:39]([c:40]2[cH:41][cH:42][cH:43][cH:44][cH:45]2)([c:46]2[cH:47][cH:48][cH:49][cH:50][cH:51]2)[c:52]2[cH:53][cH:54][cH:55][cH:56][cH:57]2)([P:58]([c:59]2[cH:60][cH:61][cH:62][cH:63][cH:64]2)([c:65]2[cH:66][cH:67][cH:68][cH:69][cH:70]2)[c:71]2[cH:72][cH:73][cH:74][cH:75][cH:76]2)[P:77]([c:78]2[cH:79][cH:80][cH:81][cH:82][cH:83]2)([c:84]2[cH:85][cH:86][cH:87][cH:88][cH:89]2)[c:90]2[cH:91][cH:92][cH:93][cH:94][cH:95]2)([c:96]2[cH:97][cH:98][cH:99][cH:100][cH:101]2)[c:102]2[cH:103][cH:104][cH:105][cH:106][cH:107]2)[cH:108][cH:109]1>>[NH2:4][CH:5]1[CH2:6][C:7](=[O:18])[N:8]([CH2:11][c:12]2[cH:13][cH:14][cH:15][cH:16][cH:17]2)[CH2:9][CH2:10]1. Product: NC1CCN(Cc2ccccc2)C(=O)C1. Reactants: COC=1C=C(C=CC1)N1N=CC2=CC=CC=C12 (1-(3-methoxyphenyl)-1H-indazole), C(=O)([O-])[O-].[K+].[K+] (K2CO3). Solvent: Br (hydrogen bromide), O (water). The product is N1(N=CC2=CC=CC=C12)C=1C=C(C=CC1)O (3-(1H-indazol-1-yl)phenol). Yield: 93.6%. As a reaction SMILES: C[O:2][C:3]1[CH:4]=[C:5]([N:9]2[C:17]3[C:12](=[CH:13][CH:14]=[CH:15][CH:16]=3)[CH:11]=[N:10]2)[CH:6]=[CH:7][CH:8]=1.C([O-])([O-])=O.[K+].[K+]>Br.O>[N:9]1([C:5]2[CH:4]=[C:3]([OH:2])[CH:8]=[CH:7][CH:6]=2)[C:17]2[C:12](=[CH:13][CH:14]=[CH:15][CH:16]=2)[CH:11]=[N:10]1 |f:1.2.3|. Procedure: A solution of 1-(3-methoxyphenyl)-1H-indazole 1 (6.50 g, 28.98 mmol) in hydrogen bromide acid (45 mL, 48%) was refluxed (110-120° C.) for 23 hours at an atmosphere of nitrogen. Then the mixture was cooled down to ambient temperature and neutralized with a solution of K2CO3 in water until there was no gas to generate. Then the precipitate was filtered off and washed with water several times. The collected solid was dried in air to afford the product as a brown solid 5.70 g in 94% yield. 1H NMR (D... Reactants: O=C([O-])[O-], CN, Cc1cc2ccncc2c(=O)c2ccccc12, [Cl-], [Cl-], [Cl-], [Cl-], [K+], [K+], [Ti+4], c1ccccc1. The product is CN=c1c2cnccc2cc(C)c2ccccc12. As a reaction SMILES: [C:20](=[O:21])([O-:22])[O-:23].[CH3:1][NH2:2].[CH3:3][c:4]1[cH:5][c:6]2[c:7]([cH:8][n:9][cH:10][cH:11]2)[c:12](=[O:19])[c:13]2[c:14]1[cH:15][cH:16][cH:17][cH:18]2.[Cl-:32].[Cl-:33].[Cl-:34].[Cl-:35].[K+:24].[K+:25].[Ti+4:36].[cH:26]1[cH:27][cH:28][cH:29][cH:30][cH:31]1>>[CH3:1][N:2]=[c:12]1[c:7]2[c:6]([cH:5][c:4]([CH3:3])[c:14]3[c:13]1[cH:18][cH:17][cH:16][cH:15]3)[cH:11][cH:10][n:9][cH:8]2. Reactants: N1N=CC=2C(=CC=CC12)C#N (1H-indazole-4-carbonitrile), BrCCC(=O)OCC (ethyl 3-bromopropanoate), C([O-])([O-])=O.[Cs+].[Cs+] (caesium carbonate). The solvent is CN(C=O)C (N,N-dimethylformamide). Run at temperature 90 celsius. The product is C(#N)C1=C2C=NN(C2=CC=C1)CCC(=O)OCC (Ethyl 3-(4-cyano-1H-indazol-1-yl)propanoate). Isolated yield 78.1%. RXN SMILES: [NH:1]1[C:9]2[CH:8]=[CH:7][CH:6]=[C:5]([C:10]#[N:11])[C:4]=2[CH:3]=[N:2]1.Br[CH2:13][CH2:14][C:15]([O:17][CH2:18][CH3:19])=[O:16].C(=O)([O-])[O-].[Cs+].[Cs+]>CN(C)C=O>[C:10]([C:5]1[CH:6]=[CH:7][CH:8]=[C:9]2[C:4]=1[CH:3]=[N:2][N:1]2[CH2:13][CH2:14][C:15]([O:17][CH2:18][CH3:19])=[O:16])#[N:11] |f:2.3.4|. Reported procedure: 1H-indazole-4-carbonitrile (0.716 g, 5 mmol), ethyl 3-bromopropanoate (1.276 ml, 10.00 mmol) and caesium carbonate (4.90 g, 15.00 mmol) were added to N,N-dimethylformamide (DMF) (20 ml) and the mixture was was heated to 90° C. for 80 minutes. The mixture was cooled before being extracted in a mixture of ethyl acetate and water. The organic fraction was washed with 3×30 ml portions of water, dried (MgSO4), filtered and evaporated. The crude product mixture was added to a Biotage column and was el... The reactants are CC(C)(C)[Si](OCC(=O)Cl)(c1ccccc1)c1ccccc1, CCOC(=O)CC(=O)[O-], C1CCOC1, [Li]CCCC, CCOCC, Cl. Product: CCOC(=O)CC(=O)CO[Si](c1ccccc1)(c1ccccc1)C(C)(C)C. As a reaction SMILES: [C:15]([CH3:16])([CH3:17])([CH3:18])[Si:19]([O:20][CH2:21][C:22]([Cl:23])=[O:24])([c:25]1[cH:26][cH:27][cH:28][cH:29][cH:30]1)[c:31]1[cH:32][cH:33][cH:34][cH:35][cH:36]1.[C:1]([CH2:2][C:3](=[O:4])[O-:5])(=[O:6])[O:7][CH2:8][CH3:9].[CH2:38]1[O:39][CH2:40][CH2:41][CH2:42]1.[CH3:10][CH2:11][CH2:12][CH2:13][Li:14].[CH3:43][CH2:44][O:45][CH2:46][CH3:47].[ClH:37]>>[C:1]([CH2:2][C:3](=[O:5])[CH2:21][O:20][Si:19]([C:15]([CH3:16])([CH3:17])[CH3:18])([c:25]1[cH:26][cH:27][cH:28][cH:29][cH:30]1)[c:31]1[cH:32][cH:33][cH:34][cH:35][cH:36]1)(=[O:6])[O:7][CH2:8][CH3:9]. The reactants are COc1ccc(Br)cc1OC(=O)c1ccccc1, CCO, [Na+], [OH-], O. The product is COc1ccc(Br)cc1O. RXN SMILES: [C:1](=[O:2])([c:3]1[cH:4][cH:5][cH:6][cH:7][cH:8]1)[O:9][c:10]1[c:11]([O:17][CH3:18])[cH:12][cH:13][c:14]([Br:16])[cH:15]1.[CH3:22][CH2:23][OH:24].[Na+:20].[OH-:19].[OH2:21]>>[OH:9][c:10]1[c:11]([O:17][CH3:18])[cH:12][cH:13][c:14]([Br:16])[cH:15]1.